describe an organic reaction: reactants, conditions, products, and yield From a dataset of the Open Reaction Database (ORD), a public repository of structured organic reaction records. Starting materials: C(C(=O)Cl)(=O)Cl (oxalyl chloride), CN(C=O)C (N,N-dimethylformamide), C(#N)C(C)(C)C=1C=C(C(=O)O)C=CC1 (3-(1-Cyano-1-methylethyl)benzoic acid). Solvent: O1CCCC1 (tetrahydrofuran). Reaction conditions: time 1 hour. Yields the product C(#N)C(C)(C)C=1C=C(C(=O)Cl)C=CC1 (3-(1-cyano-1-methylethyl)benzoyl chloride). RXN SMILES: [C:1]([C:3]([C:6]1[CH:7]=[C:8]([CH:12]=[CH:13][CH:14]=1)[C:9](O)=[O:10])([CH3:5])[CH3:4])#[N:2].C(Cl)(=O)C([Cl:18])=O.CN(C)C=O>O1CCCC1>[C:1]([C:3]([C:6]1[CH:7]=[C:8]([CH:12]=[CH:13][CH:14]=1)[C:9]([Cl:18])=[O:10])([CH3:5])[CH3:4])#[N:2]. Procedure details: 3-(1-Cyano-1-methylethyl)benzoic acid (20.0 g, 105 mmol) was dissolved in tetrahydrofuran (105 mL), and oxalyl chloride (10.8 mL, 126 mmol) and N,N-dimethylformamide (20 μL) were added. The reaction mixture was stirred at room temperature for 1 hr, and the solvent was evaporated under reduced pressure to give 3-(1-cyano-1-methylethyl)benzoyl chloride. To a solution of 3-aminophenol (11.4 g, 105 mmol) in tetrahydrofuran (200 mL) was added a suspension of sodium hydrogen carbonate (26.5 g, 315 mmo... Reactants: Cl.S1C2=C(C(C1)CCN1C(CN(CC1)C1=NC=CC=C1OC)C)C=CC=C2 (1-[2-(2,3-dihydro-benzo[b]thien-3-yl)ethyl]-4-(3-methoxy-2-pyridinyl)-2-methylpiperazine hydrochloride), 2,3-dihydro-3-benzo[b]-thienepropanol tosylate, COC=1C(=NC=CC1)N1CC(NCC1)C (1-(3-methoxy-2-pyridinyl)-3-methylpiperazine). The product is Cl.S1C2=C(C(C1)C(CN1C(CN(CC1)C1=NC=CC=C1OC)C)C)C=CC=C2 (1-[2-(2,3-dihydro-benzo[b]thien-3-yl)propyl]-4-(3-methoxy-2-pyridinyl)-2-methylpiperazine hydrochloride). Reaction SMILES: [ClH:1].[S:2]1[CH2:6][CH:5]([CH2:7][CH2:8][N:9]2[CH2:14][CH2:13][N:12]([C:15]3[C:20]([O:21][CH3:22])=[CH:19][CH:18]=[CH:17][N:16]=3)[CH2:11][CH:10]2[CH3:23])[C:4]2[CH:24]=[CH:25][CH:26]=[CH:27][C:3]1=2.[CH3:28]OC1C(N2CCNC(C)C2)=NC=CC=1>>[ClH:1].[S:2]1[CH2:6][CH:5]([CH:7]([CH3:28])[CH2:8][N:9]2[CH2:14][CH2:13][N:12]([C:15]3[C:20]([O:21][CH3:22])=[CH:19][CH:18]=[CH:17][N:16]=3)[CH2:11][CH:10]2[CH3:23])[C:4]2[CH:24]=[CH:25][CH:26]=[CH:27][C:3]1=2 |f:0.1,3.4|. Procedure details: The title compound was prepared (48%, mp 167°-170° C.) in a manner analogous to the preparation of 1-[2-(2,3-dihydrobenzo[b]thien-3-yl)ethyl]-4-(3-methoxy-2-pyridinyl)-2-methylpiperazine hydrochloride (Example 6) by the reaction of 2,3-dihydro-3-benzo[b]-thienepropanol tosylate with 1-(3-methoxy-2-pyridinyl)-3-methylpiperazine. Starting materials: N#Cc1cccn1-c1ccc(CBr)cc1, O=C1NC(=O)c2ccccc21, [K], CN(C)C=O, O. Yields the product N#Cc1cccn1-c1ccc(CN2C(=O)c3ccccc3C2=O)cc1. RXN SMILES: [Br:1][CH2:2][c:3]1[cH:4][cH:5][c:6](-[n:9]2[c:10]([C:14]#[N:15])[cH:11][cH:12][cH:13]2)[cH:7][cH:8]1.[C:16]1(=[O:26])[c:17]2[c:18]([cH:22][cH:23][cH:24][cH:25]2)[C:19](=[O:21])[NH:20]1.[K:27].[O:29]=[CH:30][N:31]([CH3:32])[CH3:33].[OH2:28]>>[CH2:2]([c:3]1[cH:4][cH:5][c:6](-[n:9]2[c:10]([C:14]#[N:15])[cH:11][cH:12][cH:13]2)[cH:7][cH:8]1)[N:20]1[C:16](=[O:26])[c:17]2[c:18]([cH:22][cH:23][cH:24][cH:25]2)[C:19]1=[O:21]. Reactants: ICCCCCI (1,5-diiodopentane), C12(CC3CC(CC(C1)C3)C2)SC2=CC=C(C=C2)N2CCCCC2 (1-(p-1-adamantylthiophenyl)piperidine). Product: C12(CC3CC(CC(C1)C3)C2)SC2=CC=C(C=C2)N2CCCC2 (1-(p-1-Adamantylthiophenyl)pyrrolidine). As a reaction SMILES: ICCCCCI.[C:8]12([S:18][C:19]3[CH:24]=[CH:23][C:22]([N:25]4[CH2:30]C[CH2:28][CH2:27][CH2:26]4)=[CH:21][CH:20]=3)[CH2:17][CH:12]3[CH2:13][CH:14]([CH2:16][CH:10]([CH2:11]3)[CH2:9]1)[CH2:15]2>>[C:8]12([S:18][C:19]3[CH:20]=[CH:21][C:22]([N:25]4[CH2:26][CH2:27][CH2:28][CH2:30]4)=[CH:23][CH:24]=3)[CH2:17][CH:12]3[CH2:11][CH:10]([CH2:16][CH:14]([CH2:13]3)[CH2:15]1)[CH2:9]2. Reported procedure: In a similar manner, using 1,5-diiodopentane, 1-(p-1-adamantylthiophenyl)piperidine can be prepared. Starting materials: C12COCC(CC1)N2C(=O)C=2SC=C(N2)Br (3-oxa-8-azabicyclo[3.2.1]octan-8-yl(4-bromothiazol-2-yl)methanone), C12COCC(CC1)N2C(=O)C=2SC=C(N2)Br (3-oxa-8-azabicyclo[3.2.1]octan-8-yl(4-bromothiazol-2-yl)methanone), C(C)O (ethanol), ClC1=CC=C(C=C1)B(O)O ((4-chlorophenyl) boronic acid), C([O-])([O-])=O.[K+].[K+] (potassium carbonate). The reagents and catalysts are C=1C=CC(=CC1)[P](C=2C=CC=CC2)(C=3C=CC=CC3)[Pd]([P](C=4C=CC=CC4)(C=5C=CC=CC5)C=6C=CC=CC6)([P](C=7C=CC=CC7)(C=8C=CC=CC8)C=9C=CC=CC9)[P](C=1C=CC=CC1)(C=1C=CC=CC1)C=1C=CC=CC1 (tetrakis(triphenylphosphine)palladium(0)). Solvent: C1(=CC=CC=C1)C (toluene). Run at temperature 92.5 celsius. Product: C12COCC(CC1)N2C(=O)C=2SC=C(N2)C2=CC=C(C=C2)Cl (3-oxa-8-azabicyclo[3.2.1]octan-8-yl(4-(4-chlorophenyl)thiazol-2-yl)methanone). The yield is 51.9%. Reaction SMILES: [CH:1]12[N:8]([C:9]([C:11]3[S:12][CH:13]=[C:14](Br)[N:15]=3)=[O:10])[CH:5]([CH2:6][CH2:7]1)[CH2:4][O:3][CH2:2]2.C(O)C.[Cl:20][C:21]1[CH:26]=[CH:25][C:24](B(O)O)=[CH:23][CH:22]=1.C(=O)([O-])[O-].[K+].[K+]>C1(C)C=CC=CC=1.C1C=CC([P]([Pd]([P](C2C=CC=CC=2)(C2C=CC=CC=2)C2C=CC=CC=2)([P](C2C=CC=CC=2)(C2C=CC=CC=2)C2C=CC=CC=2)[P](C2C=CC=CC=2)(C2C=CC=CC=2)C2C=CC=CC=2)(C2C=CC=CC=2)C2C=CC=CC=2)=CC=1>[CH:1]12[N:8]([C:9]([C:11]3[S:12][CH:13]=[C:14]([C:24]4[CH:25]=[CH:26][C:21]([Cl:20])=[CH:22][CH:23]=4)[N:15]=3)=[O:10])[CH:5]([CH2:6][CH2:7]1)[CH2:4][O:3][CH2:2]2 |f:3.4.5,^1:46,48,67,86|. Procedure details: To a solution of 3-oxa-8-azabicyclo[3.2.1]octan-8-yl(4-bromothiazol-2-yl)methanone (Step-1 of compound 68, 0.35 g, 1.15 mmol) in a mixture of toluene:ethanol (2.5 ml: 7.5 ml) were added (4-chlorophenyl) boronic acid (0.2 g, 1.27 mmol) and potassium carbonate (0.34 g, 2.42 mmol) at 25° C. in a tube, nitrogen gas was bubbled through reaction mixture for 15 minutes. To the reaction mixture was added tetrakis(triphenylphosphine)palladium(0) (0.07 g, 0.06 mmol) under nitrogen, tube was sealed and rea... Starting materials: NOCc1ccccc1, O=Cc1cccc(CN(C(=O)c2cc(C(=O)O)c(C(=O)O)cc2C(=O)O)C2CCCc3ccccc32)c1. The product is O=C(O)c1cc(C(=O)O)c(C(=O)N(Cc2cccc(C=NOCc3ccccc3)c2)C2CCCc3ccccc32)cc1C(=O)O. Reaction SMILES: [CH2:38]([c:39]1[cH:40][cH:41][cH:42][cH:43][cH:44]1)[O:45][NH2:46].[CH:1](=[O:2])[c:3]1[cH:4][c:5]([CH2:6][N:7]([C:8](=[O:9])[c:10]2[c:11]([C:22](=[O:23])[OH:24])[cH:12][c:13]([C:19](=[O:20])[OH:21])[c:14]([C:16](=[O:17])[OH:18])[cH:15]2)[CH:25]2[CH2:26][CH2:27][CH2:28][c:29]3[cH:30][cH:31][cH:32][cH:33][c:34]32)[cH:35][cH:36][cH:37]1>>[CH:1]([c:3]1[cH:4][c:5]([CH2:6][N:7]([C:8](=[O:9])[c:10]2[c:11]([C:22](=[O:23])[OH:24])[cH:12][c:13]([C:19](=[O:20])[OH:21])[c:14]([C:16](=[O:17])[OH:18])[cH:15]2)[CH:25]2[CH2:26][CH2:27][CH2:28][c:29]3[cH:30][cH:31][cH:32][cH:33][c:34]32)[cH:35][cH:36][cH:37]1)=[N:46][O:45][CH2:38][c:39]1[cH:40][cH:41][cH:42][cH:43][cH:44]1. Reactants: FC(S(=O)(=O)OC=1CCN(CC1)C(=O)OC(C)(C)C)(F)F (tert-Butyl 4-{[(trifluoromethyl)sulfonyl]oxy}-3,6-dihydropyridine-1(2H)-carboxylate), Cl (hydrochloric acid). The solvent is C1CCOC1 (THF). Run at time 1 hour. Yields the product [Cl-].FC(S(=O)(=O)OC=1CC[NH2+]CC1)(F)F (4-{[(Trifluoromethyl)sulfonyl]oxy}-1,2,3,6-tetrahydropyridinium chloride). The yield is 88.0%. As a reaction SMILES: [F:1][C:2]([F:21])([F:20])[S:3]([O:6][C:7]1[CH2:8][CH2:9][N:10](C(OC(C)(C)C)=O)[CH2:11][CH:12]=1)(=[O:5])=[O:4].[ClH:22]>C1COCC1>[Cl-:22].[F:21][C:2]([F:1])([F:20])[S:3]([O:6][C:7]1[CH2:12][CH2:11][NH2+:10][CH2:9][CH:8]=1)(=[O:5])=[O:4] |f:3.4|. Procedure details: tert-Butyl 4-{[(trifluoromethyl)sulfonyl]oxy}-3,6-dihydropyridine-1(2H)-carboxylate (3.77 g, 11.4 mmol) was mixed with THF (15 mL) and concentrated hydrochloric acid (15 mL). After 1 hour, the mixture was evaporated and dried by azeotropic evaporation with toluene and methanol to give a beige solid (88%) that could be used without further purification.